This data is from the Open Reaction Database (ORD), a public repository of structured organic reaction records. The task is: describe an organic reaction: reactants, conditions, products, and yield The reactants are CC(C)(C)OC(=O)NC1(c2ccc(-c3c(-c4ccccc4)oc4ccc(F)cc4c3=O)cc2)CCC1, ClCCl, O=C(O)C(F)(F)F. Product: NC1(c2ccc(-c3c(-c4ccccc4)oc4ccc(F)cc4c3=O)cc2)CCC1. As a reaction SMILES: [C:1]([O:2][C:3](=[O:4])[NH:7][C:8]1([c:12]2[cH:13][cH:14][c:15](-[c:18]3[c:19](-[c:30]4[cH:31][cH:32][cH:33][cH:34][cH:35]4)[o:20][c:21]4[cH:22][cH:23][c:24]([F:29])[cH:25][c:26]4[c:27]3=[O:28])[cH:16][cH:17]2)[CH2:9][CH2:10][CH2:11]1)([CH3:5])([CH3:6])[CH3:36].[Cl:44][CH2:45][Cl:46].[F:37][C:38]([F:39])([F:40])[C:41]([OH:42])=[O:43]>>[NH2:7][C:8]1([c:12]2[cH:13][cH:14][c:15](-[c:18]3[c:19](-[c:30]4[cH:31][cH:32][cH:33][cH:34][cH:35]4)[o:20][c:21]4[cH:22][cH:23][c:24]([F:29])[cH:25][c:26]4[c:27]3=[O:28])[cH:16][cH:17]2)[CH2:9][CH2:10][CH2:11]1. Reactants: [Al+3], CCCCC(Sc1nc(OC)cc(OC)n1)C(=O)OC, [H-], [H-], [H-], [H-], [Li+], C1CCOC1. The product is CCCCC(CO)Sc1nc(OC)cc(OC)n1. As a reaction SMILES: [Al+3:23].[CH3:1][O:2][c:3]1[n:4][c:5]([S:11][CH:12]([C:13](=[O:14])[O:15][CH3:16])[CH2:17][CH2:18][CH2:19][CH3:20])[n:6][c:7]([O:9][CH3:10])[cH:8]1.[H-:21].[H-:24].[H-:25].[H-:26].[Li+:22].[O:27]1[CH2:28][CH2:29][CH2:30][CH2:31]1>>[CH3:1][O:2][c:3]1[n:4][c:5]([S:11][CH:12]([CH2:13][OH:14])[CH2:17][CH2:18][CH2:19][CH3:20])[n:6][c:7]([O:9][CH3:10])[cH:8]1. Starting materials: B, COB(OC)OC, Cc1ccccc1, CCC=Nc1ccc(C(F)(F)F)cc1, ClCCl, ClCCl, [Na+], [OH-], C=CNC(=O)OCc1cccc2ccccc12. The product is CCC1CC(NC(=O)OCc2cccc3ccccc23)c2cc(C(F)(F)F)ccc2N1. Reaction SMILES: [B:54].[CH3:1][O:2][B:3]([O:4][CH3:5])[O:6][CH3:7].[CH3:47][c:48]1[cH:49][cH:50][cH:51][cH:52][cH:53]1.[CH:28]([CH2:29][CH3:30])=[N:31][c:32]1[cH:33][cH:34][c:35]([C:38]([F:39])([F:40])[F:41])[cH:36][cH:37]1.[Cl:25][CH2:26][Cl:27].[Cl:44][CH2:45][Cl:46].[Na+:43].[OH-:42].[c:8]1([CH2:18][O:19][C:20]([NH:21][CH:22]=[CH2:23])=[O:24])[cH:9][cH:10][cH:11][c:12]2[cH:13][cH:14][cH:15][cH:16][c:17]12>>[c:8]1([CH2:18][O:19][C:20]([NH:21][CH:22]2[CH2:23][CH:28]([CH2:29][CH3:30])[NH:31][c:32]3[c:33]2[cH:34][c:35]([C:38]([F:39])([F:40])[F:41])[cH:36][cH:37]3)=[O:24])[cH:9][cH:10][cH:11][c:12]2[cH:13][cH:14][cH:15][cH:16][c:17]12. Reactants: CC(C)(C)OC(=O)CC1CCn2c1cc1cc(OCc3ccc(C4CCCC4)c(C(F)(F)F)c3)ccc12, O=C(O)C(F)(F)F, NC(CS)C(=O)O, O. Yields the product O=C(O)CC1CCn2c1cc1cc(OCc3ccc(C4CCCC4)c(C(F)(F)F)c3)ccc12. Reaction SMILES: [CH:1]1([c:6]2[c:7]([C:34]([F:35])([F:36])[F:37])[cH:8][c:9]([CH2:10][O:11][c:12]3[cH:13][c:14]4[cH:15][c:16]5[n:17]([c:18]4[cH:19][cH:20]3)[CH2:21][CH2:22][CH:23]5[CH2:24][C:25](=[O:26])[O:27][C:28]([CH3:29])([CH3:30])[CH3:31])[cH:32][cH:33]2)[CH2:2][CH2:3][CH2:4][CH2:5]1.[F:46][C:47]([F:48])([F:49])[C:50]([OH:51])=[O:52].[NH2:38][CH:39]([CH2:40][SH:41])[C:42]([OH:43])=[O:44].[OH2:45]>>[CH:1]1([c:6]2[c:7]([C:34]([F:35])([F:36])[F:37])[cH:8][c:9]([CH2:10][O:11][c:12]3[cH:13][c:14]4[cH:15][c:16]5[n:17]([c:18]4[cH:19][cH:20]3)[CH2:21][CH2:22][CH:23]5[CH2:24][C:25](=[O:26])[OH:27])[cH:32][cH:33]2)[CH2:2][CH2:3][CH2:4][CH2:5]1. Reactants: C(#N)[C@H]1N(CCC1)C(=O)[C@H]1N([C@@H]2C[C@H]([C@H]1CC2)O)C(=O)OC(C)(C)C (Tert-Butyl (1S,3S,4S,5R)-3-{[(2S)-2-cyano-1-pyrrolidinyl]carbonyl}-5-hydroxy-2-azabicyclo[2.2.2]octane-2-carboxylate), Cl (HCl). Run in O1CCOCC1 (dioxane), O1CCOCC1 (dioxane). Product: Cl.O[C@H]1[C@@H]2[C@H](N[C@H](C1)CC2)C(=O)N2[C@@H](CCC2)C#N ((2S)-1-{[(1S,3S,4S,5R)-5-hydroxy-2-azabicyclo[2.2.2]oct-3-yl]carbonyl}-2-pyrrolidinecarbonitrile hydrochloride). As a reaction SMILES: [C:1]([C@@H:3]1[CH2:7][CH2:6][CH2:5][N:4]1[C:8]([C@@H:10]1[C@@H:15]2[CH2:16][CH2:17][C@@H:12]([CH2:13][C@H:14]2[OH:18])[N:11]1C(OC(C)(C)C)=O)=[O:9])#[N:2].[ClH:26]>O1CCOCC1>[ClH:26].[OH:18][C@@H:14]1[CH2:13][C@@H:12]2[CH2:17][CH2:16][C@H:15]1[C@@H:10]([C:8]([N:4]1[CH2:5][CH2:6][CH2:7][C@H:3]1[C:1]#[N:2])=[O:9])[NH:11]2 |f:3.4|. Procedure details: To a solution of tert-butyl (1S,3S,4S,5R)-3-{[(2S)-2-cyano-1-pyrrolidinyl]carbonyl}-5-hydroxy-2-azabicyclo[2.2.2]octane-2-carboxylate obtained in Example 2-7 (2.0 g) in dioxane (10 mL), was added 4N HCl in dioxane (1.43 mL) at room temperature.